From a dataset of the Open Reaction Database (ORD), a public repository of structured organic reaction records. describe an organic reaction: reactants, conditions, products, and yield The reactants are CN(C)C=O, O=C(O)c1cc(Cl)cc(Cl)c1Cl, [Hg], O=S(Cl)Cl. The product is O=C(Cl)c1cc(Cl)cc(Cl)c1Cl. As a reaction SMILES: [CH3:13][N:14]([CH3:15])[CH:16]=[O:17].[Cl:1][c:2]1[c:3]([C:4](=[O:5])[OH:6])[cH:7][c:8]([Cl:12])[cH:9][c:10]1[Cl:11].[Hg:22].[S:18]([Cl:19])([Cl:20])=[O:21]>>[Cl:1][c:2]1[c:3]([C:4](=[O:5])[Cl:20])[cH:7][c:8]([Cl:12])[cH:9][c:10]1[Cl:11].